Dataset: the Open Reaction Database (ORD), a public repository of structured organic reaction records. Task: describe an organic reaction: reactants, conditions, products, and yield Reactants: O=C([O-])[O-], CN(C)C=O, [Cs+], [Cs+], O=Cc1ccc(F)cc1, Nc1ccc(O)cc1[N+](=O)[O-]. The product is Nc1ccc(Oc2ccc(C=O)cc2)cc1[N+](=O)[O-]. Reaction SMILES: [C:21](=[O:22])([O-:23])[O-:24].[CH3:27][N:28]([CH3:29])[CH:30]=[O:31].[Cs+:25].[Cs+:26].[F:12][c:13]1[cH:14][cH:15][c:16]([CH:17]=[O:18])[cH:19][cH:20]1.[NH2:1][c:2]1[c:3]([N+:9](=[O:10])[O-:11])[cH:4][c:5]([OH:8])[cH:6][cH:7]1>>[NH2:1][c:2]1[c:3]([N+:9](=[O:10])[O-:11])[cH:4][c:5]([O:8][c:13]2[cH:14][cH:15][c:16]([CH:17]=[O:18])[cH:19][cH:20]2)[cH:6][cH:7]1. Reactants: CN(C(=O)C=1N=CN2C1SC=C2C=2[C@@H]([C@H]1N(C2C(=O)[O-])C([C@@H]1[C@@H](C)O)=O)C)C.[Na+] (sodium (1S,5R,6S)-2-[7-(N,N-dimethylcarbamoyl)imidazo[5,1-b]thiazol-3-yl]-6-((1R)-1-hydroxyethyl)-1-methyl-1-carbapen-2-em-3-carboxylate), C(O)([O-])=O.[Na+] (sodium hydrogen carbonate), C(C(C)(C)C)(=O)OCI (pivaloyloxymethyl iodide). Run in CN(C)C=O (DMF). Reaction conditions: temperature -30 celsius, time 1 hour. Yields the product CN(C(=O)C=1N=CN2C1SC=C2C=2[C@@H]([C@H]1N(C2C(=O)OCOC(C(C)(C)C)=O)C([C@@H]1[C@@H](C)O)=O)C)C (Pivaloyloxymethyl (1S,5R,6S)-2-[7-(N,N-dimethylcarbamoyl)imidazo[5,1-b]thiazol-3-yl]-6-((1R)-1-hydroxyethyl)-1-methyl-1-carbapen-2-em-3-carboxylate). Isolated yield 78.9%. Reaction SMILES: [CH3:1][N:2]([CH3:28])[C:3]([C:5]1[N:6]=[CH:7][N:8]2[C:12]([C:13]3[C@H:14]([CH3:27])[C@@H:15]4[C@@H:22]([C@H:23]([OH:25])[CH3:24])[C:21](=[O:26])[N:16]4[C:17]=3[C:18]([O-:20])=[O:19])=[CH:11][S:10][C:9]=12)=[O:4].[Na+].C(=O)([O-])O.[Na+].[C:35]([O:41][CH2:42]I)(=[O:40])[C:36]([CH3:39])([CH3:38])[CH3:37]>CN(C=O)C>[CH3:28][N:2]([CH3:1])[C:3]([C:5]1[N:6]=[CH:7][N:8]2[C:12]([C:13]3[C@H:14]([CH3:27])[C@@H:15]4[C@@H:22]([C@H:23]([OH:25])[CH3:24])[C:21](=[O:26])[N:16]4[C:17]=3[C:18]([O:20][CH2:42][O:41][C:35](=[O:40])[C:36]([CH3:39])([CH3:38])[CH3:37])=[O:19])=[CH:11][S:10][C:9]=12)=[O:4] |f:0.1,2.3|. Procedure details: To a solution of 50 mg of sodium (1S,5R,6S)-2-[7-(N,N-dimethylcarbamoyl)imidazo[5,1-b]thiazol-3-yl]-6-((1R)-1-hydroxyethyl)-1-methyl-1-carbapen-2-em-3-carboxylate in 0.7 ml of DMF was added 5.0 mg of sodium hydrogen carbonate, and the mixture was cooled to −30° C. under the atmosphere of argon. After addition of 43 mg of pivaloyloxymethyl iodide, the mixture was stirred for 1 hour, extracted with 20 ml of ethyl acetate, and the organic layer was washed with 12 ml of semi-saturated aqueous saline...